From a dataset of the Open Reaction Database (ORD), a public repository of structured organic reaction records. describe an organic reaction: reactants, conditions, products, and yield The reactants are FC(S(=O)(=O)OC=1C=C2CC(CC2=CC1O)N(CCC)CCC)(F)F (2-(Dipropylamino)-2,3-dihydro-6-hydroxy-1H-inden-5-yl trifluoromethanesulfonate), BrCC (bromoethane). Product: FC(S(=O)(=O)OC=1C=C2CC(CC2=CC1OCC)N(CCC)CCC)(F)F (2-(Dipropylamino)-6-ethoxy-2,3-dihydro-1H-inden-5-yl trifluoromethanesulfonate). RXN SMILES: [F:1][C:2]([F:25])([F:24])[S:3]([O:6][C:7]1[CH:8]=[C:9]2[C:13](=[CH:14][C:15]=1[OH:16])[CH2:12][CH:11]([N:17]([CH2:21][CH2:22][CH3:23])[CH2:18][CH2:19][CH3:20])[CH2:10]2)(=[O:5])=[O:4].Br[CH2:27][CH3:28]>>[F:25][C:2]([F:24])([F:1])[S:3]([O:6][C:7]1[CH:8]=[C:9]2[C:13](=[CH:14][C:15]=1[O:16][CH2:27][CH3:28])[CH2:12][CH:11]([N:17]([CH2:21][CH2:22][CH3:23])[CH2:18][CH2:19][CH3:20])[CH2:10]2)(=[O:4])=[O:5]. Procedure: Using procedure 38, 2-(dipropylamino)-2,3-dihydro-6-hydroxy-1H-inden-5-yl trifluoromethanesulfonate (69, 1.9 g, 5 mmol) was treated with bromoethane (2.2 g, 20 mmol). Chromatographic purification yielded pure product 73 as a oil which was converted into the HCl salt and crystallized from EtOAc/hexane to give a white solid (mp 181-182 ° C.) The reactants are N1(C=NC=C1)C1=NC(=C(C(=N1)N1C=NC=C1)N)C(C)C (2,4-bis(1H-imidazol-1-yl)-6-(2-propyl)pyrimidin-5-amine), C(=O)(N1C=NC=C1)N1C=NC=C1 (carbonyldiimidazole). The solvent is ClC1=C(C=CC=C1)Cl (1,2-dichlorobenzene). The product is N1(C=NC=C1)C1=NC=2N3C(C(NC2C(=N1)C(C)C)=O)=NC=C3 (2-(1H-imidazol-1-yl)-4-(2-propyl)imidazo[2,1-h]pteridin-6(5H)-one). As a reaction SMILES: [N:1]1([C:6]2[N:11]=[C:10]([N:12]3[CH:16]=[CH:15][N:14]=[CH:13]3)[C:9]([NH2:17])=[C:8]([CH:18]([CH3:20])[CH3:19])[N:7]=2)[CH:5]=[CH:4][N:3]=[CH:2]1.[C:21](N1C=CN=C1)(N1C=CN=C1)=[O:22]>ClC1C=CC=CC=1Cl>[N:1]1([C:6]2[N:7]=[C:8]([CH:18]([CH3:20])[CH3:19])[C:9]3[NH:17][C:21](=[O:22])[C:13]4=[N:14][CH:15]=[CH:16][N:12]4[C:10]=3[N:11]=2)[CH:5]=[CH:4][N:3]=[CH:2]1. Procedure details: Combine 2,4-bis(1H-imidazol-1-yl)-6-(2-propyl)pyrimidin-5-amine (6 g, 22.3 mmol) with 4.5 g (27.8 mmol) of carbonyldiimidazole in 150 mL of 1,2-dichlorobenzene and heat at reflux under N2 for 2 hours. Cool to ambient temperature. Filter the precipitate and wash with CH2Cl2. Dissolve the solids in 500 mL of 10% HCl, treat with charcoal, filter, and make the filtrate basic with NH4OH. Filter the resulting precipitate, wash with water and then with acetone to provide 2-(1H-imidazol-1-yl)-4-(2-propy... Reactants: ClC1=NC=CC(=N1)C1=CN=C2N1C=CC(=N2)C(C)(O[Si](CC)(CC)CC)C (3-(2-Chloropyrimidin-4-yl)-7-(1-methyl-1-triethylsilanyloxyethyl)imidazo[1,2-α]pyrimidine), C(C)B(C=1C=NC=CC1)CC (diethyl(3-pyridyl)borane). The product is CC(C)(O[Si](CC)(CC)CC)C1=NC=2N(C=C1)C(=CN2)C2=NC(=NC=C2)C=2C=NC=CC2 (7-(1-methyl-1-triethylsilanyloxyethyl)-3-[2-(pyridin-3-yl)pyrimidin-4-yl]imidazo[1,2-α]pyrimidine). Reaction SMILES: Cl[C:2]1[N:7]=[C:6]([C:8]2[N:12]3[CH:13]=[CH:14][C:15]([C:17]([CH3:27])([O:19][Si:20]([CH2:25][CH3:26])([CH2:23][CH3:24])[CH2:21][CH3:22])[CH3:18])=[N:16][C:11]3=[N:10][CH:9]=2)[CH:5]=[CH:4][N:3]=1.C(B(CC)[C:31]1[CH:32]=[N:33][CH:34]=[CH:35][CH:36]=1)C>>[CH3:18][C:17]([C:15]1[CH:14]=[CH:13][N:12]2[C:8]([C:6]3[CH:5]=[CH:4][N:3]=[C:2]([C:31]4[CH:32]=[N:33][CH:34]=[CH:35][CH:36]=4)[N:7]=3)=[CH:9][N:10]=[C:11]2[N:16]=1)([O:19][Si:20]([CH2:25][CH3:26])([CH2:23][CH3:24])[CH2:21][CH3:22])[CH3:27]. Procedure details: 3-(2-Chloropyrimidin-4-yl)-7-(1-methyl-1-triethylsilanyloxyethyl)imidazo[1,2-α]pyrimidine was reacted with diethyl(3-pyridyl)borane by the method of Example 35 to afford 7-(1-methyl-1-triethylsilanyloxyethyl)-3-[2-(pyridin-3-yl)pyrimidin-4-yl]imidazo[1,2-α]pyrimidine as a white solid: δH (400 MHz, CDCl3) 0.73 (6H, q, J 8.1), 1.01 (9H, t, J 8.0), 1.72 (6H, s), 7.46-7.53 (2H, m), 7.61 (1H, d, J 5.5), 7.67 (1H, d, J 7.0), 8.52 (1H, s), 8.72-8.79 (2H, m), 9.71 (1H, m), 10.24 (1H, d, J 7.0); m/z (ES+... Starting materials: C(C)(C)(C)C=1C=C(C(=C(C1)C1=CC(=C(C=C1)Cl)C(F)(F)F)O)C=O (5-(tert-butyl)-4′-chloro-2-hydroxy-3′-(trifluoromethyl)-[1,1′-biphenyl]-3-carbaldehyde), C(C)(C)(C)N (tert-butylamine). Product: Cl.C(C)(C)(C)C1=CC(=C(C(=C1)C1=CC(=C(C=C1)Cl)C(F)(F)F)O)CNC(C)(C)C (5-(tert-Butyl)-3-((tert-butylamino)methyl)-4′-chloro-3′-(trifluoromethyl)-[1,1′-biphenyl]-2-ol hydrochloride). As a reaction SMILES: [C:1]([C:5]1[CH:6]=[C:7]([CH:23]=O)[C:8]([OH:22])=[C:9]([C:11]2[CH:16]=[CH:15][C:14]([Cl:17])=[C:13]([C:18]([F:21])([F:20])[F:19])[CH:12]=2)[CH:10]=1)([CH3:4])([CH3:3])[CH3:2].[C:25]([NH2:29])([CH3:28])([CH3:27])[CH3:26]>>[ClH:17].[C:1]([C:5]1[CH:10]=[C:9]([C:11]2[CH:16]=[CH:15][C:14]([Cl:17])=[C:13]([C:18]([F:21])([F:20])[F:19])[CH:12]=2)[C:8]([OH:22])=[C:7]([CH2:23][NH:29][C:25]([CH3:28])([CH3:27])[CH3:26])[CH:6]=1)([CH3:4])([CH3:3])[CH3:2] |f:2.3|. Procedure details: 5-(tert-Butyl)-3-((tert-butylamino)methyl)-4′-chloro-3′-(trifluoromethyl)-[1,1′-biphenyl]-2-ol hydrochloride was prepared as a white solid using the procedure described in Example 9 from 5-(tert-butyl)-4′-chloro-2-hydroxy-3′-(trifluoromethyl)-[1,1′-biphenyl]-3-carbaldehyde and tert-butylamine. HPLC/MS Rt=7.41 min, m/z 414.1 and 416.1 (M+H+). Starting materials: Cl (hydrochloric acid), CC1=C(C=CC(=C1)C(=O)OC)C1=C(C=CC=C1)C (Methyl 2,2′-dimethyl-1,1′-biphenyl-4-carboxylate), O1CCCC1 (tetrahydrofuran), [OH-].[Na+] (sodium hydroxide). Run in O (water), CO (methanol). Run at temperature 0 celsius. Product: CC1=C(C=CC(=C1)C(=O)O)C1=C(C=CC=C1)C (2,2′-Dimethyl-biphenyl-4-carboxylic acid). Isolated yield 97.0%. RXN SMILES: [CH3:1][C:2]1[CH:7]=[C:6]([C:8]([O:10]C)=[O:9])[CH:5]=[CH:4][C:3]=1[C:12]1[CH:17]=[CH:16][CH:15]=[CH:14][C:13]=1[CH3:18].O1CCCC1.[OH-].[Na+].Cl>O.CO>[CH3:1][C:2]1[CH:7]=[C:6]([C:8]([OH:10])=[O:9])[CH:5]=[CH:4][C:3]=1[C:12]1[CH:17]=[CH:16][CH:15]=[CH:14][C:13]=1[CH3:18] |f:2.3|. Procedure details: To a solution of methyl 2,2′-dimethyl-1,1′-biphenyl-4-carboxylate of Step A (24.7 g, 103 mmol) in 5:1 tetrahydrofuran:methanol (200 mL) was added 1 M sodium hydroxide (108 mL, 108 mmol) and the reaction mixture was heated at reflux for 1 hour. The cooled mixture was then concentrated in vacuo to remove organic solvents. The resulting aqueous solution was cooled to 0° C. and 2 M hydrochloric acid (60 mL, 120 mmol) added slowly followed by water (60 mL) to facilitate stirring of the precipitated p... Reactants: [I-].[K+] (potassium iodide), N(=O)[O-].[Na+] (sodium nitrite), S(O)(O)(=O)=O (sulfuric acid), NC1=C(C(=O)O)C=CC(=C1)OC1=CC=CC=C1 (2-amino-4-phenoxybenzoic acid). Solvent: C(C)(=O)OCC (Ethyl acetate), O (water), O (water), C(C)(=O)O (acetic acid), O (water). Conditions: time 30 minute. Yields the product IC1=C(C(=O)O)C=CC(=C1)OC1=CC=CC=C1 (2-iodo-4-phenoxybenzoic acid). Isolated yield 53.9%. As a reaction SMILES: S(=O)(=O)(O)O.N[C:7]1[CH:15]=[C:14]([O:16][C:17]2[CH:22]=[CH:21][CH:20]=[CH:19][CH:18]=2)[CH:13]=[CH:12][C:8]=1[C:9]([OH:11])=[O:10].N([O-])=O.[Na+].[I-:27].[K+]>C(OCC)(=O)C.O.C(O)(=O)C>[I:27][C:7]1[CH:15]=[C:14]([O:16][C:17]2[CH:22]=[CH:21][CH:20]=[CH:19][CH:18]=2)[CH:13]=[CH:12][C:8]=1[C:9]([OH:11])=[O:10] |f:2.3,4.5|. Procedure details: To a suspension of water 6.0 mL, acetic acid 10 mL and concentrated sulfuric acid 0.95 mL of 2-amino-4-phenoxybenzoic acid 2.0 g was added water 2.0 mL solution of sodium nitrite 0.66 g at 4° C., and it was stirred at same temperature for 30 minutes. The reaction mixture was added dropwise to water 30 mL solution of potassium iodide 3.2 g at same temperature, and it was stirred at room temperature for 3 hours. Ethyl acetate was added to the reaction mixture. The organic layer was separated and c... The reactants are [Br-], CCCCCCCCc1ccc(OCC2CO2)cc1, ClCCl, [Li+]. The product is CCCCCCCCc1ccc(OCC(O)CBr)cc1. RXN SMILES: [Br-:21].[CH2:1]([CH2:2][CH2:3][CH2:4][CH2:5][CH2:6][CH2:7][CH3:8])[c:9]1[cH:10][cH:11][c:12]([O:13][CH2:14][CH:15]2[O:16][CH2:17]2)[cH:18][cH:19]1.[Cl:22][CH2:23][Cl:24].[Li+:20]>>[CH2:1]([CH2:2][CH2:3][CH2:4][CH2:5][CH2:6][CH2:7][CH3:8])[c:9]1[cH:10][cH:11][c:12]([O:13][CH2:14][CH:15]([OH:16])[CH2:17][Br:21])[cH:18][cH:19]1. Starting materials: N(=O)[O-].[Na+] (Sodium nitrite), N[C@H](CC1=CC=CC=C1)C(=O)O (D-phenylalanine), Br.O (hydrobromic acid water). Run at temperature 0 celsius, time 30 minute. Yields the product Br[C@@H](C(=O)O)CC1=CC=CC=C1 ((R)-2-Bromo-3-phenylpropanoic acid). The yield is 60.0%. RXN SMILES: N([O-])=O.[Na+].N[C@@H:6]([C:14]([OH:16])=[O:15])[CH2:7][C:8]1[CH:13]=[CH:12][CH:11]=[CH:10][CH:9]=1.[BrH:17].O>>[Br:17][C@H:6]([CH2:7][C:8]1[CH:13]=[CH:12][CH:11]=[CH:10][CH:9]=1)[C:14]([OH:16])=[O:15] |f:0.1,3.4|. Procedure: Sodium nitrite (27 g in water) is added at 0° C. to a solution of D-phenylalanine (40 g) in a mixture of 48% hydrobromic acid/water (1:1 by volume). The mixture is stirred for 30 minutes at 0° C. and then for 2 hours 30 minutes at a temperature close to 0° C. The reaction mixture is extracted with ether. The organic extracts are washed with water and a saturated sodium chloride solution and then dried over sodium sulphate. After filtration and concentration to dryness, the obtained residue is pu... The reactants are COC=1C=C(C=CC1N1C=NC(=C1)C)NC(=S)N ([3-methoxy-4-(4-methyl-imidazol-1-yl)-phenyl]-thiourea), BrC1C(C(CCC1)C(=O)OCC)=O (2-bromo-6-(carbethoxy)-cyclohexanone). Solvent: C(C)O (ethanol). Yields the product C(C)OC(=O)C1CCCC2=C1N=C(S2)NC2=CC(=C(C=C2)N2C=NC(=C2)C)OC (2-[3-Methoxy-4-(4-methyl-imidazol-1-yl)-phenylamino]-4,5,6,7-tetrahydro-benzothiazole-4-carboxylic acid ethyl ester). Yield: 87.3%. As a reaction SMILES: [CH3:1][O:2][C:3]1[CH:4]=[C:5]([NH:15][C:16]([NH2:18])=[S:17])[CH:6]=[CH:7][C:8]=1[N:9]1[CH:13]=[C:12]([CH3:14])[N:11]=[CH:10]1.Br[CH:20]1[CH2:25][CH2:24][CH2:23][CH:22]([C:26]([O:28][CH2:29][CH3:30])=[O:27])[C:21]1=O>C(O)C>[CH2:29]([O:28][C:26]([CH:22]1[C:21]2[N:18]=[C:16]([NH:15][C:5]3[CH:6]=[CH:7][C:8]([N:9]4[CH:13]=[C:12]([CH3:14])[N:11]=[CH:10]4)=[C:3]([O:2][CH3:1])[CH:4]=3)[S:17][C:20]=2[CH2:25][CH2:24][CH2:23]1)=[O:27])[CH3:30]. Procedure details: A suspension of [3-methoxy-4-(4-methyl-imidazol-1-yl)-phenyl]-thiourea (131 mg, 0.50 mmol) and of 2-bromo-6-(carbethoxy)-cyclohexanone (137 mg, 0.55 mmol) in ethanol (5 mL) was stirred at room temperature for 2 days and then heated to reflux under an atmosphere of nitrogen over night. After cooling to room temperature the solvent was evaporated under reduced pressure and the residue was purified by column chromatography on silica gel using dichloromethane/methanol (19:1 v/v) as eluent to yield t...